This data is from the Open Reaction Database (ORD), a public repository of structured organic reaction records. The task is: describe an organic reaction: reactants, conditions, products, and yield The reactants are CC(=O)OC1CSC(Oc2cncc(Br)c2)C(OC(C)=O)C1OC(C)=O, OB(O)c1ccc(Cl)nc1. Yields the product CC(=O)OC1CSC(Oc2cncc(-c3ccc(Cl)nc3)c2)C(OC(C)=O)C1OC(C)=O. Reaction SMILES: [C:1]([CH3:2])(=[O:3])[O:4][CH:5]1[CH:6]([O:7][c:8]2[cH:9][n:10][cH:11][c:12]([Br:14])[cH:13]2)[S:15][CH2:16][CH:17]([O:23][C:24]([CH3:25])=[O:26])[CH:18]1[O:19][C:20]([CH3:21])=[O:22].[Cl:27][c:28]1[cH:29][cH:30][c:31]([B:34]([OH:35])[OH:36])[cH:32][n:33]1>>[C:1]([CH3:2])(=[O:3])[O:4][CH:5]1[CH:6]([O:7][c:8]2[cH:9][n:10][cH:11][c:12](-[c:31]3[cH:30][cH:29][c:28]([Cl:27])[n:33][cH:32]3)[cH:13]2)[S:15][CH2:16][CH:17]([O:23][C:24]([CH3:25])=[O:26])[CH:18]1[O:19][C:20]([CH3:21])=[O:22]. Starting materials: C(#N)C=1C(=C(C=C2C(C(=CN(C12)C1CC1)C(=O)O)=O)F)N1C[C@H]2NCCO[C@@H]2C1 (8-cyano-1-cyclopropyl-6-fluoro-7-((1R,6R)-2-oxa-5,8-diazabicyclo[4.3.0]non-8-yl)-1,4-dihydro-4-oxo-3-quinolinecarboxylic acid), Cl (hydrochloric acid). Yields the product Cl.C(#N)C=1C(=C(C=C2C(C(=CN(C12)C1CC1)C(=O)O)=O)F)N1C[C@H]2NCCO[C@@H]2C1 (8-Cyano-1-cyclopropyl-6-fluoro-7-((1 R,6R)-2-oxa-5,8-diazabicyclo[4.3.0]non-8-yl)-1,4-dihydro-4-oxo-3-quinolinecarboxylic Acid Hydrochloride). RXN SMILES: [C:1]([C:3]1[C:4]([N:21]2[CH2:29][C@@H:28]3[C@H:23]([NH:24][CH2:25][CH2:26][O:27]3)[CH2:22]2)=[C:5]([F:20])[CH:6]=[C:7]2[C:12]=1[N:11]([CH:13]1[CH2:15][CH2:14]1)[CH:10]=[C:9]([C:16]([OH:18])=[O:17])[C:8]2=[O:19])#[N:2].[ClH:30]>>[ClH:30].[C:1]([C:3]1[C:4]([N:21]2[CH2:29][C@@H:28]3[C@H:23]([NH:24][CH2:25][CH2:26][O:27]3)[CH2:22]2)=[C:5]([F:20])[CH:6]=[C:7]2[C:12]=1[N:11]([CH:13]1[CH2:15][CH2:14]1)[CH:10]=[C:9]([C:16]([OH:18])=[O:17])[C:8]2=[O:19])#[N:2] |f:2.3|. Reported procedure: Analogously to Example 1C, 8-cyano-1-cyclopropyl-6-fluoro-7-((1R,6R)-2-oxa-5,8-diazabicyclo[4.3.0]non-8-yl)-1,4-dihydro-4-oxo-3-quinolinecarboxylic acid is reacted with hydrochloric acid.